The task is: describe an organic reaction: reactants, conditions, products, and yield. This data is from the Open Reaction Database (ORD), a public repository of structured organic reaction records. Starting materials: CN, COC(=O)C1(C)NCCc2c1[nH]c1ccccc21, CCO. Yields the product CNC(=O)C1(C)NCCc2c1[nH]c1ccccc21. RXN SMILES: [CH3:19][NH2:20].[CH3:1][C:2]1([C:15]([O:17][CH3:16])=[O:18])[NH:3][CH2:4][CH2:5][c:6]2[c:7]1[nH:8][c:9]1[cH:10][cH:11][cH:12][cH:13][c:14]21.[CH3:21][CH2:22][OH:23]>>[CH3:1][C:2]1([C:15](=[O:17])[NH:20][CH3:19])[NH:3][CH2:4][CH2:5][c:6]2[c:7]1[nH:8][c:9]1[cH:10][cH:11][cH:12][cH:13][c:14]21. Reactants: COC(CCCl)C1=CC=C(C=C1)Cl (3-methoxy-3-(p-chlorophenyl)-1-chloropropane), CC(C(=O)NC1=CC(=CC=C1)C1CCNCC1)C (2-methyl-N-[3-(4-piperidinyl)phenyl]propanamide), C(C)(C)N(CC)C(C)C (diisopropylethylamine). The reagents and catalysts are [I-].C(CCC)[N+](CCCC)(CCCC)CCCC (tetrabutylammonium iodide). Solvent: O1CCOCC1 (dioxane). Conditions: temperature 90 celsius, time 72 hour. The product is ClC1=CC=C(C=C1)C(CCN1CCC(CC1)C=1C=C(C=CC1)NC(C(C)C)=O)OC (N-(3-{1-[3-(4-chlorophenyl)-3-methoxypropyl]-4-piperidinyl}phenyl)-2-methylpropanamide). The yield is 73.7%. As a reaction SMILES: [CH3:1][O:2][CH:3]([C:7]1[CH:12]=[CH:11][C:10]([Cl:13])=[CH:9][CH:8]=1)[CH2:4][CH2:5]Cl.[CH3:14][CH:15]([CH3:31])[C:16]([NH:18][C:19]1[CH:24]=[CH:23][CH:22]=[C:21]([CH:25]2[CH2:30][CH2:29][NH:28][CH2:27][CH2:26]2)[CH:20]=1)=[O:17].C(N(C(C)C)CC)(C)C>[I-].C([N+](CCCC)(CCCC)CCCC)CCC.O1CCOCC1>[Cl:13][C:10]1[CH:11]=[CH:12][C:7]([CH:3]([O:2][CH3:1])[CH2:4][CH2:5][N:28]2[CH2:29][CH2:30][CH:25]([C:21]3[CH:20]=[C:19]([NH:18][C:16](=[O:17])[CH:15]([CH3:14])[CH3:31])[CH:24]=[CH:23][CH:22]=3)[CH2:26][CH2:27]2)=[CH:8][CH:9]=1 |f:3.4|. Procedure details: A mixture of 3-methoxy-3-(p-chlorophenyl)-1-chloropropane (27.4 mg, 0.125 mmol), 2-methyl-N-[3-(4-piperidinyl)phenyl]propanamide (28.3 mg, 0.125 mmol), diisopropylethylamine (0.50 mL) and catalytic amount of tetrabutylammonium iodide in dioxane (2.0 mL) was stirred at 90° C. for 72 hrs. The reaction mixture was concentrated to a small volume and chromatographed using preparative TLC plates [2.5% of NH3 (2.0 M in methanol) in CHCl3] gave N-(3-{1-[3-(4-chlorophenyl)-3-methoxypropyl]-4-piperidinyl}... RXN SMILES: Br[C:2]1[CH:7]=[CH:6][C:5]([C:8]2[O:12][N:11]=[C:10]([CH3:13])[C:9]=2[CH:14]([OH:24])[CH2:15][CH2:16][CH2:17][C:18]2[CH:23]=[CH:22][CH:21]=[CH:20][CH:19]=2)=[CH:4][CH:3]=1.[CH2:25]([O:27][C:28](=[O:48])[CH2:29][C:30]1([C:33]2[CH:38]=[CH:37][C:36](B3OC(C)(C)C(C)(C)O3)=[CH:35][CH:34]=2)[CH2:32][CH2:31]1)[CH3:26]>>[CH2:25]([O:27][C:28](=[O:48])[CH2:29][C:30]1([C:33]2[CH:38]=[CH:37][C:36]([C:2]3[CH:7]=[CH:6][C:5]([C:8]4[O:12][N:11]=[C:10]([CH3:13])[C:9]=4[CH:14]([OH:24])[CH2:15][CH2:16][CH2:17][C:18]4[CH:23]=[CH:22][CH:21]=[CH:20][CH:19]=4)=[CH:4][CH:3]=3)=[CH:35][CH:34]=2)[CH2:32][CH2:31]1)[CH3:26]. The product is C(C)OC(CC1(CC1)C1=CC=C(C=C1)C1=CC=C(C=C1)C1=C(C(=NO1)C)C(CCCC1=CC=CC=C1)O)=O ((1-{4′-[4-(1-Hydroxy-4-phenyl-butyl)-3-methyl-isoxazol-5-yl]-biphenyl-4-yl}-cyclopropyl)-acetic acid ethyl ester). Procedure: Prepared according to the procedure described in Example 110, Step 3, using 1-[5-(4-bromo-phenyl)-3-methyl-isoxazol-4-yl]-4-phenyl-butan-1-ol (Enantiomer A) and {1-[4-(4,4,5,5-tetramethyl-[1,3,2]dioxaborolan-2-yl)-phenyl]-cyclopropyl}-acetic acid ethyl ester. Reactants: BrC1=CC=C(C=C1)C1=C(C(=NO1)C)C(CCCC1=CC=CC=C1)O (1-[5-(4-bromo-phenyl)-3-methyl-isoxazol-4-yl]-4-phenyl-butan-1-ol), C(C)OC(CC1(CC1)C1=CC=C(C=C1)B1OC(C(O1)(C)C)(C)C)=O ({1-[4-(4,4,5,5-tetramethyl-[1,3,2]dioxaborolan-2-yl)-phenyl]-cyclopropyl}-acetic acid ethyl ester). Reactants: [Cl-].C(C)(C)OC1=C(C(=C(C[P+](C2=CC=CC=C2)(C2=CC=CC=C2)C2=CC=CC=C2)C(=C1)C)C)C (4-isopropoxy-2,3,6-trimethyl-benzyl-triphenylphosphonium chloride), CC1=C(C=C(C=C1C)C)O (2,3,5-trimethylphenol). Product: C(C)(C)OC1=C(C(=CC(=C1)C)C)C (2,3,5-trimethylphenyl isopropyl ether). Reaction SMILES: [Cl-].[CH:2]([O:5][C:6]1[CH:31]=[C:30]([CH3:32])[C:9](C[P+](C2C=CC=CC=2)(C2C=CC=CC=2)C2C=CC=CC=2)=[C:8]([CH3:33])[C:7]=1[CH3:34])([CH3:4])[CH3:3].CC1C(C)=CC(C)=CC=1O>>[CH:2]([O:5][C:6]1[CH:31]=[C:30]([CH3:32])[CH:9]=[C:8]([CH3:33])[C:7]=1[CH3:34])([CH3:4])[CH3:3] |f:0.1|. Procedure: The 4-isopropoxy-2,3,6-trimethyl-benzyl-triphenylphosphonium chloride employed as the starting material is prepared by the procedure described in Example 18 by alkylation of 2,3,5-trimethylphenol to give 2,3,5-trimethylphenyl isopropyl ether (boiling point 115° C./11 mmHg), by haloformylation of the ether obtained to give 4-isopropoxy-2,3,6-trimethyl-benzyl chloride (nD20 =1.5433) and by reaction of the latter compound with triphenylphosphine. Starting materials: NCCCCNCCCN (Spermidine), NCCCCN (putrescine). The product is NCCCNCCCCNCCCN (Spermine), NCCCCNCCCN (spermidine). RXN SMILES: [NH2:1][CH2:2][CH2:3][CH2:4][CH2:5][NH:6][CH2:7][CH2:8][CH2:9][NH2:10].[NH2:11][CH2:12][CH2:13][CH2:14]CN>>[NH2:10][CH2:9][CH2:8][CH2:7][NH:6][CH2:5][CH2:4][CH2:3][CH2:2][NH:1][CH2:14][CH2:13][CH2:12][NH2:11].[NH2:1][CH2:2][CH2:3][CH2:4][CH2:5][NH:6][CH2:7][CH2:8][CH2:9][NH2:10]. Procedure: In vivo, the first step in the biosynthesis of spermidine and spermine is decarboxylation of ornithine (2,5-diaminopentanoic acid, H2 N(CH2)3CH(NH2)CO2H) by ornithine decarboxylase (ODC) to yield putrescine. Spermidine is then synthesized by transfer of an activated aminopropyl group from S-adenosyl S-methyl homocystaeamine to putrescine. Spermine is formed by addition of a further aminopropyl group to spermidine. Starting materials: C(C)(C)(C)OC(NC1=C(C=CC(=C1)C)OCCCN(C)C)=O ([2-(3-dimethylamino-propoxy)-5-methyl-phenyl]-carbamic acid tert-butyl ester). Solvent: O1CCOCC1 (dioxane), Cl (hydrochloric acid), Cl (hydrochloric acid). Conditions: time 12 hour. Yields the product CN(CCCOC1=C(C=C(C=C1)C)N)C (2-(3-Dimethylamino-propoxy)-5-methyl-phenylamine). Reaction SMILES: C(OC(=O)[NH:7][C:8]1[CH:13]=[C:12]([CH3:14])[CH:11]=[CH:10][C:9]=1[O:15][CH2:16][CH2:17][CH2:18][N:19]([CH3:21])[CH3:20])(C)(C)C>O1CCOCC1.Cl>[CH3:21][N:19]([CH3:20])[CH2:18][CH2:17][CH2:16][O:15][C:9]1[CH:10]=[CH:11][C:12]([CH3:14])=[CH:13][C:8]=1[NH2:7]. Procedure details: To a stirred solution of [2-(3-dimethylamino-propoxy)-5-methyl-phenyl]-carbamic acid tert-butyl ester (617 mg, 2.0 mmol) in 5 mL of dioxane was added hydrochloric acid (2 mL; 4N in dioxane). After stirring for 12 hours, the reaction was diluted with 20 mL of 1N hydrochloric acid and washed with ethyl acetate (2×30 mL). The aqueous layer was basified with 10% aqueous sodium carbonate (50 mL) and extracted with ethyl acetate (3×50 mL). The ethyl acetate was washed with brine (1×30 mL), there dried...